This data is from the Open Reaction Database (ORD), a public repository of structured organic reaction records. The task is: describe an organic reaction: reactants, conditions, products, and yield The reactants are CC(C)(C)[Si](C)(C)OCC1CC(Nc2cc(Cl)ncn2)CC1O[Si](C)(C)C(C)(C)C, O=C([O-])[O-], COC1Cc2ccccc2C1N, [Na+], [Na+]. Product: COC1Cc2ccccc2C1Nc1cc(NC2CC(CO[Si](C)(C)C(C)(C)C)C(O[Si](C)(C)C(C)(C)C)C2)ncn1. As a reaction SMILES: [C:1]([CH3:2])([CH3:3])([CH3:4])[Si:5]([O:6][CH:7]1[CH2:8][CH:9]([NH:21][c:22]2[n:23][cH:24][n:25][c:26]([Cl:28])[cH:27]2)[CH2:10][CH:11]1[CH2:12][O:13][Si:14]([CH3:15])([CH3:16])[C:17]([CH3:18])([CH3:19])[CH3:20])([CH3:29])[CH3:30].[C:43](=[O:44])([O-:45])[O-:46].[CH3:31][O:32][CH:33]1[CH:34]([NH2:42])[c:35]2[cH:36][cH:37][cH:38][cH:39][c:40]2[CH2:41]1.[Na+:47].[Na+:48]>>[C:1]([CH3:2])([CH3:3])([CH3:4])[Si:5]([O:6][CH:7]1[CH2:8][CH:9]([NH:21][c:22]2[n:23][cH:24][n:25][c:26]([NH:42][CH:34]3[CH:33]([O:32][CH3:31])[CH2:41][c:40]4[c:35]3[cH:36][cH:37][cH:38][cH:39]4)[cH:27]2)[CH2:10][CH:11]1[CH2:12][O:13][Si:14]([CH3:15])([CH3:16])[C:17]([CH3:18])([CH3:19])[CH3:20])([CH3:29])[CH3:30]. The reactants are [Li]CCCC, CC(NCc1ccccc1)c1ccccc1, CCOC(=O)C=Cc1ccc(-c2ccccc2)c(F)c1, C1CCOC1. Product: CCOC(=O)CC(c1ccc(-c2ccccc2)c(F)c1)N(Cc1ccccc1)C(C)c1ccccc1. Reaction SMILES: [CH2:17]([Li:18])[CH2:19][CH2:20][CH3:21].[CH2:1]([c:2]1[cH:3][cH:4][cH:5][cH:6][cH:7]1)[NH:8][CH:9]([c:10]1[cH:11][cH:12][cH:13][cH:14][cH:15]1)[CH3:16].[CH2:22]([CH3:23])[O:24][C:25]([CH:26]=[CH:27][c:28]1[cH:29][c:30]([F:40])[c:31](-[c:34]2[cH:35][cH:36][cH:37][cH:38][cH:39]2)[cH:32][cH:33]1)=[O:41].[CH2:42]1[O:43][CH2:44][CH2:45][CH2:46]1>>[CH2:1]([c:2]1[cH:3][cH:4][cH:5][cH:6][cH:7]1)[N:8]([CH:9]([c:10]1[cH:11][cH:12][cH:13][cH:14][cH:15]1)[CH3:16])[CH:27]([CH2:26][C:25]([O:24][CH2:22][CH3:23])=[O:41])[c:28]1[cH:29][c:30]([F:40])[c:31](-[c:34]2[cH:35][cH:36][cH:37][cH:38][cH:39]2)[cH:32][cH:33]1. The reactants are OC(CN1CCN(CC1)C1=C(C=CC=C1)OC)(C)C (1-(2-Hydroxy-2-methylpropyl)-4-(2-methoxyphenyl)-piperazine), CC1=C(OC2=C(C1=O)C=CC=C2C(=O)Cl)C2=CC=CC=C2 (3-methyl-4-oxo-2-phenyl-4H-1-benzopyran-8-carbonyl chloride), O (Water), [OH-].[Na+] (sodium hydroxide). Solvent: ClCCCl (1,2-dichloroethane), ClCCCl (1,2-dichloroethane), ClCCl (dichloromethane). Product: Cl.Cl.COC1=C(C=CC=C1)N1CCN(CC1)CC(C)(OC(=O)C1=CC=CC=2C(C(=C(OC21)C2=CC=CC=C2)C)=O)C (8-{3-[4-(2-Methoxyphenyl)-1-piperazinyl]-2-methyl-2-propoxycarbonyl}-3-methyl-4-oxo-2-phenyl-4H-1-benzopyran dihydrochloride). Isolated yield 111.4%. As a reaction SMILES: [OH:1][C:2]([CH3:19])([CH3:18])[CH2:3][N:4]1[CH2:9][CH2:8][N:7]([C:10]2[CH:15]=[CH:14][CH:13]=[CH:12][C:11]=2[O:16][CH3:17])[CH2:6][CH2:5]1.[CH3:20][C:21]1[C:26](=[O:27])[C:25]2[CH:28]=[CH:29][CH:30]=[C:31]([C:32]([Cl:34])=[O:33])[C:24]=2[O:23][C:22]=1[C:35]1[CH:40]=[CH:39][CH:38]=[CH:37][CH:36]=1.[OH-].[Na+].O>ClCCCl.ClCCl>[ClH:34].[ClH:34].[CH3:17][O:16][C:11]1[CH:12]=[CH:13][CH:14]=[CH:15][C:10]=1[N:7]1[CH2:6][CH2:5][N:4]([CH2:3][C:2]([CH3:19])([O:1][C:32]([C:31]2[C:24]3[O:23][C:22]([C:35]4[CH:36]=[CH:37][CH:38]=[CH:39][CH:40]=4)=[C:21]([CH3:20])[C:26](=[O:27])[C:25]=3[CH:28]=[CH:29][CH:30]=2)=[O:33])[CH3:18])[CH2:9][CH2:8]1 |f:2.3,7.8.9|. Procedure: 5.29 g of Intermediate XXVIII in 25 ml of 1,2-dichloroethane was added dropwise at 60° C. to a solution of 6 g of 3-methyl-4-oxo-2-phenyl-4H-1-benzopyran-8-carbonyl chloride in 22 ml of 1,2-dichloroethane. The reaction mixture was refluxed for 16 hours, and then cooled to ambient temperature and poured into cold 0.5N aqueous sodium hydroxide solution. Water and dichloromethane were added. The organic phase was separated off, washed with aqueous sodium chloride solution and dried on anhydrous sod... Starting materials: CCCCC(=O)N(CC=1C=CC(=CC1)C=2C=CC=CC2C=3NN=NN3)[C@@H](C(C)C)C(=O)O (Valsartan), BrCC1=CC=C(C=C1)C1=C(C=CC=C1)C1=NN=NN1C(C1=CC=CC=C1)(C1=CC=CC=C1)C1=CC=CC=C1 (4-bromomethyl-2′-(1-triphenylmethyltetrazol-5-yl)biphenyl), C(C1=CC=CC=C1)OC([C@@H](N)C(C)C)=O (L-valine benzyl ester). The product is C(C1=CC=CC=C1)OC([C@@H](NCC1=CC=C(C=C1)C1=C(C=CC=C1)C1=NN=NN1C(C1=CC=CC=C1)(C1=CC=CC=C1)C1=CC=CC=C1)C(C)C)=O (N-[[2′-(1-triphenylmethyltetrazol-5-yl)biphenyl-4-yl]-methyl]-L-valine benzyl ester). Reaction SMILES: CCCCC(N([C@H](C(O)=O)C(C)C)CC1C=CC(C2C=CC=CC=2C2NN=NN=2)=CC=1)=O.Br[CH2:34][C:35]1[CH:40]=[CH:39][C:38]([C:41]2[CH:46]=[CH:45][CH:44]=[CH:43][C:42]=2[C:47]2[N:51]([C:52]([C:65]3[CH:70]=[CH:69][CH:68]=[CH:67][CH:66]=3)([C:59]3[CH:64]=[CH:63][CH:62]=[CH:61][CH:60]=3)[C:53]3[CH:58]=[CH:57][CH:56]=[CH:55][CH:54]=3)[N:50]=[N:49][N:48]=2)=[CH:37][CH:36]=1.[CH2:71]([O:78][C:79](=[O:85])[C@H:80]([CH:82]([CH3:84])[CH3:83])[NH2:81])[C:72]1[CH:77]=[CH:76][CH:75]=[CH:74][CH:73]=1>>[CH2:71]([O:78][C:79](=[O:85])[C@H:80]([CH:82]([CH3:83])[CH3:84])[NH:81][CH2:34][C:35]1[CH:40]=[CH:39][C:38]([C:41]2[CH:46]=[CH:45][CH:44]=[CH:43][C:42]=2[C:47]2[N:51]([C:52]([C:65]3[CH:70]=[CH:69][CH:68]=[CH:67][CH:66]=3)([C:59]3[CH:64]=[CH:63][CH:62]=[CH:61][CH:60]=3)[C:53]3[CH:58]=[CH:57][CH:56]=[CH:55][CH:54]=3)[N:50]=[N:49][N:48]=2)=[CH:37][CH:36]=1)[C:72]1[CH:77]=[CH:76][CH:75]=[CH:74][CH:73]=1. Reported procedure: According to U.S. Pat. No. 5,399,578, Valsartan can also be prepared by reaction of 4-bromomethyl-2′-(1-triphenylmethyltetrazol-5-yl)biphenyl (VI) with L-valine benzyl ester to produce N-[[2′-(1-triphenylmethyltetrazol-5-yl)biphenyl-4-yl]-methyl]-L-valine benzyl ester (VII), followed by treatment with valeryl chloride to produce N-(1-oxopentyl)-N-[[2′-(1-triphenylmethyltetrazol-5-yl)[1,1′-biphenyl]-4-yl]-methyl]-L-valine benzyl ester (VIII). Compound (VIII) is deprotected under acidic conditions...